From a dataset of the Open Reaction Database (ORD), a public repository of structured organic reaction records. describe an organic reaction: reactants, conditions, products, and yield Reactants: C1CCOC1, ClCCl, COC(C(=O)NC1CCC(OCCCCCCN=[N+]=[N-])CN(C)C1=O)C(O)C(O)C(O)C=CC(C)(C)C, O, c1ccc(P(c2ccccc2)c2ccccc2)cc1. Yields the product COC(C(=O)NC1CCC(OCCCCCCN)CN(C)C1=O)C(O)C(O)C(O)C=CC(C)(C)C. As a reaction SMILES: [CH2:58]1[O:59][CH2:60][CH2:61][CH2:62]1.[Cl:63][CH2:64][Cl:65].[N:1](=[N+:2]=[N-:3])[CH2:4][CH2:5][CH2:6][CH2:7][CH2:8][CH2:9][O:10][CH:11]1[CH2:12][CH2:13][CH:14]([NH:20][C:21]([CH:22]([CH:23]([CH:24]([CH:25]([CH:26]=[CH:27][C:28]([CH3:29])([CH3:30])[CH3:31])[OH:32])[OH:33])[OH:34])[O:35][CH3:36])=[O:37])[C:15](=[O:19])[N:16]([CH3:18])[CH2:17]1.[OH2:38].[c:39]1([P:40]([c:41]2[cH:42][cH:43][cH:44][cH:45][cH:46]2)[c:47]2[cH:48][cH:49][cH:50][cH:51][cH:52]2)[cH:53][cH:54][cH:55][cH:56][cH:57]1>>[NH2:1][CH2:4][CH2:5][CH2:6][CH2:7][CH2:8][CH2:9][O:10][CH:11]1[CH2:12][CH2:13][CH:14]([NH:20][C:21]([CH:22]([CH:23]([CH:24]([CH:25]([CH:26]=[CH:27][C:28]([CH3:29])([CH3:30])[CH3:31])[OH:32])[OH:33])[OH:34])[O:35][CH3:36])=[O:37])[C:15](=[O:19])[N:16]([CH3:18])[CH2:17]1. The reactants are COCN(c1cc(C(=O)O)cc(CN2CC3CC2CN3C(=O)c2cccc(Cl)c2F)n1)c1nccs1, O, O=C(O)C(F)(F)F. Yields the product O=C(O)c1cc(CN2CC3CC2CN3C(=O)c2cccc(Cl)c2F)nc(Nc2nccs2)c1. Reaction SMILES: [Cl:1][c:2]1[c:3]([F:36])[c:4]([C:5](=[O:6])[N:7]2[CH:8]3[CH2:9][N:10]([CH2:14][c:15]4[cH:16][c:17]([C:18](=[O:19])[OH:20])[cH:21][c:22]([N:24]([c:25]5[s:26][cH:27][cH:28][n:29]5)[CH2:30][O:31][CH3:32])[n:23]4)[CH:11]([CH2:12]2)[CH2:13]3)[cH:33][cH:34][cH:35]1.[OH2:37].[OH:38][C:39]([C:40]([F:41])([F:42])[F:43])=[O:44]>>[Cl:1][c:2]1[c:3]([F:36])[c:4]([C:5](=[O:6])[N:7]2[CH:8]3[CH2:9][N:10]([CH2:14][c:15]4[cH:16][c:17]([C:18](=[O:19])[OH:20])[cH:21][c:22]([NH:24][c:25]5[s:26][cH:27][cH:28][n:29]5)[n:23]4)[CH:11]([CH2:12]2)[CH2:13]3)[cH:33][cH:34][cH:35]1.